From a dataset of the Open Reaction Database (ORD), a public repository of structured organic reaction records. describe an organic reaction: reactants, conditions, products, and yield The reactants are C(C)[SiH](CC)CC (Triethylsilane), C(CCCC)(=O)C1=CC=C(C=C1)C1=C(C=C(C(=C1)F)Br)F (4'-Pentanoyl-2,5-difluoro-4-bromobiphenyl), C(=O)(O)[O-].[Na+] (NaHCO3). The solvent is FC(C(=O)O)(F)F (trifluoroacetic acid). Run at time 8 hour. Product: C(CCCC)C1=CC=C(C=C1)C1=C(C=C(C(=C1)F)Br)F (4'-n-Pentyl-2,5-difluoro-4-bromobiphenyl). Reaction SMILES: C([SiH](CC)CC)C.[C:8]([C:14]1[CH:19]=[CH:18][C:17]([C:20]2[CH:25]=[C:24]([F:26])[C:23]([Br:27])=[CH:22][C:21]=2[F:28])=[CH:16][CH:15]=1)(=O)[CH2:9][CH2:10][CH2:11][CH3:12].C([O-])(O)=O.[Na+]>FC(F)(F)C(O)=O>[CH2:8]([C:14]1[CH:19]=[CH:18][C:17]([C:20]2[CH:25]=[C:24]([F:26])[C:23]([Br:27])=[CH:22][C:21]=2[F:28])=[CH:16][CH:15]=1)[CH2:9][CH2:10][CH2:11][CH3:12] |f:2.3|. Reported procedure: Triethylsilane (7.0 g) is added dropwise over 2 h to a cooled, stirred (0° C.) solution of 1E (8.0 g) in trifluoroacetic acid (40 ml). The reaction mixture is stirred at room temperature overnight and poured into NaHCO3 solution. The product is extracted into ether twice and the combined ether layers are washed with water and dried (MgSO4). The solvent was removed in vacuo to yield an orange-brown oil. The crude product is distilled under reduced pressure (short path, 110°-120° C. at 0.01 mm Hg)...